describe an organic reaction: reactants, conditions, products, and yield From a dataset of the Open Reaction Database (ORD), a public repository of structured organic reaction records. The reactants are C#CC1(O)CCCC1, CC[Si](Cl)(CC)CC, CN(C)C=O, CCCCCC, c1c[nH]cn1. The product is C#CC1(O[Si](CC)(CC)CC)CCCC1. RXN SMILES: [C:6](#[CH:7])[C:8]1([OH:13])[CH2:9][CH2:10][CH2:11][CH2:12]1.[CH2:19]([CH3:20])[Si:21]([Cl:22])([CH2:23][CH3:24])[CH2:25][CH3:26].[CH3:1][N:2]([CH3:3])[CH:4]=[O:5].[CH3:27][CH2:28][CH2:29][CH2:30][CH2:31][CH3:32].[nH:14]1[cH:15][cH:16][n:17][cH:18]1>>[C:6](#[CH:7])[C:8]1([O:13][Si:21]([CH2:19][CH3:20])([CH2:23][CH3:24])[CH2:25][CH3:26])[CH2:9][CH2:10][CH2:11][CH2:12]1. The product is BrCCC1=CC(=C(C=C1)OC)OC (1-(2-bromoethyl)-3,4-dimethoxybenzene). Procedure details: Part A. A solution of 3,4-dimethoxyphenethyl alcohol (7.30 g, 40.1 mmol) and carbon tetrabromide (17.3 g, 52.1 mmol) in methylene chloride (100 mL)was cooled to 0° C., and a solution of triphenylphosphine (13.7 g, 52.1 mmol) in methylene chloride (50 mL) was added dropwise with stirring.After 20 hours, the reaction mixture was evaporated, and separated by flashchromatography (1:9 ethyl acetate-hexane) to afford the product, 1-(2-bromoethyl)-3,4-dimethoxybenzene, as a waxy solid, mp 72°-73° C. (9... Solvent: C(Cl)Cl (methylene chloride), C(Cl)Cl (methylene chloride). The reactants are COC=1C=C(CCO)C=CC1OC (3,4-dimethoxyphenethyl alcohol), C(Br)(Br)(Br)Br (carbon tetrabromide), C1(=CC=CC=C1)P(C1=CC=CC=C1)C1=CC=CC=C1 (triphenylphosphine). As a reaction SMILES: [CH3:1][O:2][C:3]1[CH:4]=[C:5]([CH:9]=[CH:10][C:11]=1[O:12][CH3:13])[CH2:6][CH2:7]O.C(Br)(Br)(Br)[Br:15].C1(P(C2C=CC=CC=2)C2C=CC=CC=2)C=CC=CC=1>C(Cl)Cl>[Br:15][CH2:7][CH2:6][C:5]1[CH:9]=[CH:10][C:11]([O:12][CH3:13])=[C:3]([O:2][CH3:1])[CH:4]=1. Reactants: ClC1=C(CCN)C=CC(=C1)Cl (2,4-dichlorophenethylamine), CO3, Cu2Cl2, OC=1C=CC=C2C=CC=NC12 (8-hydroxyquinoline), NN (hydrazine). The solvent is C(CC(C)C)O (isoamyl alcohol). The product is ClC1=CC=C2CCNC2=C1 (6-chloro-indoline). RXN SMILES: Cl[C:2]1[CH:10]=[C:9]([Cl:11])[CH:8]=[CH:7][C:3]=1[CH2:4][CH2:5][NH2:6].OC1C=CC=C2C=1N=CC=C2.NN>C(O)CC(C)C>[Cl:11][C:9]1[CH:8]=[C:7]2[C:3]([CH2:4][CH2:5][NH:6]2)=[CH:2][CH:10]=1. Procedure: This material was conveniently prepared on multigram scale from the cyclization of 2,4-dichlorophenethylamine in the presence of Na2 CO3 (s) (1.2 mol eq), Cu2Cl2 (0.01 mol eq) and 8-hydroxyquinoline (0.012 mol eq) in isoamyl alcohol (1 vol) at 130° C. for 5 hours. After addition of hydrazine (0.0055 vol) and 1 hour reflux, the mixture was filtered, solvent was removed in vacuo (45° C. @ ~10 mm Hg) and 6-chloro-indoline was obtained pure by vacuum distillation (95°-100° C. @ 2 mm Hg)(65-95%).